This data is from the Open Reaction Database (ORD), a public repository of structured organic reaction records. The task is: describe an organic reaction: reactants, conditions, products, and yield Reactants: CC1=CC=C(C=C1)SCC(C(F)(F)F)(C(F)(F)F)C (1-methyl-4-(3,3,3-trifluoro-2-methyl-2-trifluoromethylpropylthio)benzene), OO (hydrogen peroxide), O (water). The solvent is C(C)(=O)O (acetic acid). Reaction conditions: time 1 hour. The product is CC1=CC=C(C=C1)S(=O)CC(C(F)(F)F)(C(F)(F)F)C (1-Methyl-4-(3,3,3-trifluoro-2-methyl-2-trifluoromethylpropane-1-sulfinyl)-benzene). Isolated yield 88.0%. RXN SMILES: [CH3:1][C:2]1[CH:7]=[CH:6][C:5]([S:8][CH2:9][C:10]([CH3:19])([C:15]([F:18])([F:17])[F:16])[C:11]([F:14])([F:13])[F:12])=[CH:4][CH:3]=1.[OH:20]O.O>C(O)(=O)C>[CH3:1][C:2]1[CH:7]=[CH:6][C:5]([S:8]([CH2:9][C:10]([CH3:19])([C:15]([F:18])([F:16])[F:17])[C:11]([F:12])([F:13])[F:14])=[O:20])=[CH:4][CH:3]=1. Procedure details: To 1-methyl-4-(3,3,3-trifluoro-2-methyl-2-trifluoromethylpropylthio)benzene (4.5 g, 14.9 mmol) in acetic acid (15 mL) at ambient temperature, add with stirring aqueous hydrogen peroxide (15 mL, 30% in water) and stir for 1 h. Dilute the reaction with water, extract three times with EtOAc, dry over anhydrous Na2SO4, and concentrate in vacuo. Purify by chromatography on silica gel eluting with hexane/EtOAc (9:1) to give the desired intermediate as a colorless oil (4.125 g, 88%). The reactants are Cl.FC1=CC=C(C=C1)C(CCCN)C1=CC=C(C=C1)F (4,4-bis-(4-fluoro-phenyl)-butylamine monohydrochloride), CC(C[C@@H](C(=O)O)N(CCC(C)C)C)C ((S)-4-Methyl-2-[methyl-(3-methyl-butyl)-amino]-pentanoic acid), C(C)(C)N(C(C)C)CC (N,N-diisopropylethylamine), O-benzotriazol-1-yl-N,N,N″,N′-tetramethyluronium hexafluorophosphate, C(C)OCC (diethyl ether). Solvent: CN(C)C=O (DMF). Run at temperature 0 celsius, time 25 minute. The product is Cl.FC1=CC=C(C=C1)C(CCCNC([C@H](CC(C)C)N(CCC(C)C)C)=O)C1=CC=C(C=C1)F ((S)-4-Methyl-2-[methyl-(3-methyl-butyl)-amino]-pentanoic acid [4,4-bis-(4-fluoro-phenyl)-butyl]-amide monohydrochloride). The yield is 66.8%. RXN SMILES: [CH3:1][CH:2]([CH3:15])[CH2:3][C@H:4]([N:8]([CH3:14])[CH2:9][CH2:10][CH:11]([CH3:13])[CH3:12])[C:5]([OH:7])=O.C(N(CC)C(C)C)(C)C.[ClH:25].[F:26][C:27]1[CH:32]=[CH:31][C:30]([CH:33]([C:38]2[CH:43]=[CH:42][C:41]([F:44])=[CH:40][CH:39]=2)[CH2:34][CH2:35][CH2:36][NH2:37])=[CH:29][CH:28]=1.C(OCC)C>CN(C=O)C>[ClH:25].[F:26][C:27]1[CH:32]=[CH:31][C:30]([CH:33]([C:38]2[CH:39]=[CH:40][C:41]([F:44])=[CH:42][CH:43]=2)[CH2:34][CH2:35][CH2:36][NH:37][C:5](=[O:7])[C@@H:4]([N:8]([CH3:14])[CH2:9][CH2:10][CH:11]([CH3:13])[CH3:12])[CH2:3][CH:2]([CH3:1])[CH3:15])=[CH:29][CH:28]=1 |f:2.3,6.7|. Procedure: (S)-4-Methyl-2-[methyl-(3-methyl-butyl)-amino]-pentanoic acid (0.300 g, 1.39 mmol) was dissolved in dry DMF (4 mL) under nitrogen atmosphere and cooled to 0° C. in an ice-water bath. To this solution were added, in succession, N,N-diisopropylethylamine (0.728 mL, 4.18 mmol) and solid O-benzotriazol-1-yl-N,N,N″,N′-tetramethyluronium hexafluorophosphate (0.528 g, 1.39 mmol). The resulting reaction mixture was stirred at that temperature for 25 minutes; solid 4,4-bis-(4-fluoro-phenyl)-butylamine mo... Reactants: C=CCOC(=O)C(C)Oc1cccc(Cc2c(C)n(C(=O)c3ccc(OC)cc3)c3ccc(OC(F)(F)F)cc23)c1, CC1(C)CC(=O)CC(=O)C1, CCN(C(C)C)C(C)C, [Cl-], [NH4+], CN(C)C=O. Product: COc1ccc(C(=O)n2c(C)c(Cc3cccc(OC(C)C(=O)O)c3)c3cc(OC(F)(F)F)ccc32)cc1. RXN SMILES: [CH3:1][O:2][c:3]1[cH:4][cH:5][c:6]([C:7](=[O:8])[n:9]2[c:10]([CH3:39])[c:11]([CH2:23][c:24]3[cH:25][c:26]([O:27][CH:28]([C:29](=[O:30])[O:31][CH2:32][CH:33]=[CH2:34])[CH3:35])[cH:36][cH:37][cH:38]3)[c:12]3[cH:13][c:14]([O:18][C:19]([F:20])([F:21])[F:22])[cH:15][cH:16][c:17]23)[cH:40][cH:41]1.[CH3:42][C:43]1([CH3:44])[CH2:45][C:46](=[O:47])[CH2:48][C:49](=[O:50])[CH2:51]1.[CH:52]([N:53]([CH2:54][CH3:55])[CH:56]([CH3:57])[CH3:58])([CH3:59])[CH3:60].[Cl-:61].[NH4+:62].[O:63]=[CH:64][N:65]([CH3:66])[CH3:67]>>[CH3:1][O:2][c:3]1[cH:4][cH:5][c:6]([C:7](=[O:8])[n:9]2[c:10]([CH3:39])[c:11]([CH2:23][c:24]3[cH:25][c:26]([O:27][CH:28]([C:29](=[O:30])[OH:31])[CH3:35])[cH:36][cH:37][cH:38]3)[c:12]3[cH:13][c:14]([O:18][C:19]([F:20])([F:21])[F:22])[cH:15][cH:16][c:17]23)[cH:40][cH:41]1. Reactants: Example 1 ( g ), ClCC1=C(C2=CC=CC=C2C=C1)OCOCC[Si](C)(C)C (2-chloromethyl-1-(2-trimethylsilanyl-ethoxymethoxy)-naphthalene), Example 6 ( c ), OC1CN(CCC1C1=CC=C(C=C1)COC(C1=CC=CC=C1)(C1=CC=CC=C1)C1=CC=CC=C1)C(=O)OC(C)(C)C (tert-butyl (3RS,4RS)-3-hydroxy-4-(4-trityloxymethyl-phenyl)-piperidine-1-carboxylate), Example 22 ( h ). Product: C[Si](CCOCOC1=C(C=CC2=CC=CC=C12)COC1CN(CCC1C1=CC=C(C=C1)COC(C1=CC=CC=C1)(C1=CC=CC=C1)C1=CC=CC=C1)C(=O)OC(C)(C)C)(C)C (tert-butyl (3RS,4RS)-3-[1-(2-trimethylsilanyl-ethoxymethoxy)-naphthalen-2-ylmethoxy]-4-(4-trityloxymethyl-phenyl)-piperidine-1-carboxylate). RXN SMILES: [OH:1][CH:2]1[CH:7]([C:8]2[CH:13]=[CH:12][C:11]([CH2:14][O:15][C:16]([C:29]3[CH:34]=[CH:33][CH:32]=[CH:31][CH:30]=3)([C:23]3[CH:28]=[CH:27][CH:26]=[CH:25][CH:24]=3)[C:17]3[CH:22]=[CH:21][CH:20]=[CH:19][CH:18]=3)=[CH:10][CH:9]=2)[CH2:6][CH2:5][N:4]([C:35]([O:37][C:38]([CH3:41])([CH3:40])[CH3:39])=[O:36])[CH2:3]1.Cl[CH2:43][C:44]1[CH:53]=[CH:52][C:51]2[C:46](=[CH:47][CH:48]=[CH:49][CH:50]=2)[C:45]=1[O:54][CH2:55][O:56][CH2:57][CH2:58][Si:59]([CH3:62])([CH3:61])[CH3:60]>>[CH3:60][Si:59]([CH3:61])([CH3:62])[CH2:58][CH2:57][O:56][CH2:55][O:54][C:45]1[C:46]2[C:51](=[CH:50][CH:49]=[CH:48][CH:47]=2)[CH:52]=[CH:53][C:44]=1[CH2:43][O:1][CH:2]1[CH:7]([C:8]2[CH:9]=[CH:10][C:11]([CH2:14][O:15][C:16]([C:17]3[CH:22]=[CH:21][CH:20]=[CH:19][CH:18]=3)([C:23]3[CH:24]=[CH:25][CH:26]=[CH:27][CH:28]=3)[C:29]3[CH:30]=[CH:31][CH:32]=[CH:33][CH:34]=3)=[CH:12][CH:13]=2)[CH2:6][CH2:5][N:4]([C:35]([O:37][C:38]([CH3:41])([CH3:40])[CH3:39])=[O:36])[CH2:3]1. Reported procedure: (cc) In an analogous manner to that described in Example 1 (g), by alkylating tert-butyl (3RS,4RS)-3-hydroxy-4-(4-trityloxymethyl-phenyl)-piperidine-1-carboxylate [Example 22 (h)] with 2-chloromethyl-1-(2-trimethylsilanyl-ethoxymethoxy)-naphthalene [Example 6 (c)] there was obtained tert-butyl (3RS,4RS)-3-[1-(2-trimethylsilanyl-ethoxymethoxy)-naphthalen-2-ylmethoxy]-4-(4-trityloxymethyl-phenyl)-piperidine-1-carboxylate. Selective cleavage of the trityl group analogously to Example 86 (u) (β) gav... Reactants: CCCCOC1OC(C(O)N(C(=O)NCCCl)C(C)C)C(O)C(O)C1O, CC(Cl)Cl, O=N[N+](=O)[O-]. The product is CCCCOC1OC(C(O)N(C(=O)N(CCCl)N=O)C(C)C)C(O)C(O)C1O. RXN SMILES: [CH:6]([CH3:7])([CH3:8])[N:9]([C:10]([NH:11][CH2:12][CH2:13][Cl:14])=[O:15])[CH:16]([CH:17]1[CH:18]([OH:30])[CH:19]([OH:29])[CH:20]([OH:28])[CH:21]([O:22][CH2:23][CH2:24][CH2:25][CH3:26])[O:27]1)[OH:31].[Cl:32][CH:33]([Cl:34])[CH3:35].[O-:1][N+:2]([N:3]=[O:4])=[O:5]>>[O:1]=[N:2][N:11]([C:10]([N:9]([CH:6]([CH3:7])[CH3:8])[CH:16]([CH:17]1[CH:18]([OH:30])[CH:19]([OH:29])[CH:20]([OH:28])[CH:21]([O:22][CH2:23][CH2:24][CH2:25][CH3:26])[O:27]1)[OH:31])=[O:15])[CH2:12][CH2:13][Cl:14]. Reactants: OC=1C(=CC2=C(CCCO2)C1)C=O (6-hydroxy-3,4-dihydrobenzopyran-7-carboxaldehyde), NC1=CC=CC=C1 (aniline). Solvent: CO (methanol). Product: OC=1C(=CC2=C(CCCO2)C1)CNC1=CC=CC=C1 (6-hydroxy-7-phenylaminomethyl-3,4-dihydrobenzopyran). The yield is 45.0%. Reaction SMILES: [OH:1][C:2]1[C:3]([CH:12]=O)=[CH:4][C:5]2[O:10][CH2:9][CH2:8][CH2:7][C:6]=2[CH:11]=1.[NH2:14][C:15]1[CH:20]=[CH:19][CH:18]=[CH:17][CH:16]=1>CO>[OH:1][C:2]1[C:3]([CH2:12][NH:14][C:15]2[CH:20]=[CH:19][CH:18]=[CH:17][CH:16]=2)=[CH:4][C:5]2[O:10][CH2:9][CH2:8][CH2:7][C:6]=2[CH:11]=1. Reported procedure: A mixture of 6-hydroxy-3,4-dihydrobenzopyran-7-carboxaldehyde (429 mg, 2.41 mmol) and aniline (224 mg, 2.42 mmol) in methanol (30 mL) was warmed and the methanol, which distilled over, was collected. When 10 mL of methanol had been collected, the mixture was allowed to cool and the intermediate Schiff's base crystallized out. This material was collected and redissolved in fresh methanol (30 mL). Sodium borohydride (1 molar equiv.) was added in portions and the color immediately discharged. The m... Reactants: OC(CN(CC1=CC=CC=C1)CCOC1=C(C=CC=C1)OC)C=1C=CC(=C(C1)S(=O)(=O)N)C (5-{1-hydroxy-2-[N-benzyl-2-(2-methoxyphenoxy)ethylamino]ethyl}-2-methylbenzenesulfonamide), C(C)O (ethanol). Reagents/catalysts: [Pd] (palladium charcoal). The solvent is CO (methanol), [H][H] (hydrogen). Reaction conditions: time 8 hour. Product: OC(CNCCOC1=C(C=CC=C1)OC)C=1C=CC(=C(C1)S(=O)(=O)N)C (5-{1-hydroxy-2-[2-(2-methoxyphenoxy)ethylamino]-ethyl}-2-methylbenzenesulfonamide). Reaction SMILES: [OH:1][CH:2]([C:23]1[CH:24]=[CH:25][C:26]([CH3:33])=[C:27]([S:29]([NH2:32])(=[O:31])=[O:30])[CH:28]=1)[CH2:3][N:4]([CH2:12][CH2:13][O:14][C:15]1[CH:20]=[CH:19][CH:18]=[CH:17][C:16]=1[O:21][CH3:22])CC1C=CC=CC=1.C(O)C>CO.[H][H].[Pd]>[OH:1][CH:2]([C:23]1[CH:24]=[CH:25][C:26]([CH3:33])=[C:27]([S:29]([NH2:32])(=[O:30])=[O:31])[CH:28]=1)[CH2:3][NH:4][CH2:12][CH2:13][O:14][C:15]1[CH:20]=[CH:19][CH:18]=[CH:17][C:16]=1[O:21][CH3:22]. Procedure: In 200 ml of methanol was dissolved 20 g of 5-{1-hydroxy-2-[N-benzyl-2-(2-methoxyphenoxy)ethylamino]ethyl}-2-methylbenzenesulfonamide. After adding thereto 20 ml of ethanol containing about 10% hydrogen chloride and 1 g of 10% palladium charcoal, the mixture was shaked in hydrogen gas stream. When the absorption of hydrogen stopped, the catalyst was filtered away and the filtrate was distilled off under reduced pressure. The residue was dissolved in 100 ml of ethanol while it was hot and the sol...